From a dataset of the Open Reaction Database (ORD), a public repository of structured organic reaction records. describe an organic reaction: reactants, conditions, products, and yield The reactants are C1CCOC1, O=S(=O)(c1ccc(Cl)cc1)N1C2CCCC1c1nnn(S(=O)(=O)c3ccc(Cl)cc3)c1C2, [Na+], [OH-], O. Product: O=S(=O)(c1ccc(Cl)cc1)N1C2CCCC1c1nn[nH]c1C2. RXN SMILES: [CH2:35]1[O:36][CH2:37][CH2:38][CH2:39]1.[Cl:1][c:2]1[cH:3][cH:4][c:5]([S:8](=[O:9])(=[O:10])[N:11]2[CH:12]3[c:13]4[n:14][n:15][n:16]([S:23]([c:24]5[cH:25][cH:26][c:27]([Cl:28])[cH:29][cH:30]5)(=[O:31])=[O:32])[c:17]4[CH2:18][CH:19]2[CH2:20][CH2:21][CH2:22]3)[cH:6][cH:7]1.[Na+:34].[OH-:33].[OH2:40]>>[Cl:1][c:2]1[cH:3][cH:4][c:5]([S:8](=[O:9])(=[O:10])[N:11]2[CH:12]3[c:13]4[n:14][n:15][nH:16][c:17]4[CH2:18][CH:19]2[CH2:20][CH2:21][CH2:22]3)[cH:6][cH:7]1. Reactants: P(C(C)(C)C)(C(C)(C)C)C(C)(C)C (P(t-Bu)3), C(C)N1CCN(CC1)C1=CC=C(C=N1)N\C=C\1/C(NC(C2=CC=C(C=C12)I)=O)=O ((4Z)-4-({[6-(4-Ethylpiperazin-1-yl)pyridin-3-yl]amino}methylene)-6-iodoisoquinoline-1,3(2H,4H)-dione), O1C=C(C=C1)B(O)O (3-furanboronic acid), C([O-])([O-])=O.[Cs+].[Cs+] (cesium carbonate). Reagents/catalysts: C=1C=CC(=CC1)/C=C/C(=O)/C=C/C2=CC=CC=C2.C=1C=CC(=CC1)/C=C/C(=O)/C=C/C2=CC=CC=C2.C=1C=CC(=CC1)/C=C/C(=O)/C=C/C2=CC=CC=C2.[Pd].[Pd] (Pd2(dba)3). Run in CN(C=O)C (N,N-dimethylformamide), C(Cl)Cl (methylene chloride). The product is C(C)N1CCN(CC1)C1=CC=C(C=N1)N\C=C\1/C(NC(C2=CC=C(C=C12)C1=COC=C1)=O)=O ((4Z)-4-({[6-(4-Ethylpiperazin-1-yl)pyridin-3-yl]amino}methylene)-6-(3-furyl)isoquinoline-1,3(2H,4H)-dione). Yield: 67.6%. As a reaction SMILES: [CH2:1]([N:3]1[CH2:8][CH2:7][N:6]([C:9]2[N:14]=[CH:13][C:12]([NH:15]/[CH:16]=[C:17]3\[C:18](=[O:29])[NH:19][C:20](=[O:28])[C:21]4[C:26]\3=[CH:25][C:24](I)=[CH:23][CH:22]=4)=[CH:11][CH:10]=2)[CH2:5][CH2:4]1)[CH3:2].[O:30]1[CH:34]=[CH:33][C:32](B(O)O)=[CH:31]1.C(=O)([O-])[O-].[Cs+].[Cs+].P(C(C)(C)C)(C(C)(C)C)C(C)(C)C>C(Cl)Cl.C1C=CC(/C=C/C(/C=C/C2C=CC=CC=2)=O)=CC=1.C1C=CC(/C=C/C(/C=C/C2C=CC=CC=2)=O)=CC=1.C1C=CC(/C=C/C(/C=C/C2C=CC=CC=2)=O)=CC=1.[Pd].[Pd].CN(C)C=O>[CH2:1]([N:3]1[CH2:8][CH2:7][N:6]([C:9]2[N:14]=[CH:13][C:12]([NH:15]/[CH:16]=[C:17]3\[C:18](=[O:29])[NH:19][C:20](=[O:28])[C:21]4[C:26]\3=[CH:25][C:24]([C:32]3[CH:33]=[CH:34][O:30][CH:31]=3)=[CH:23][CH:22]=4)=[CH:11][CH:10]=2)[CH2:5][CH2:4]1)[CH3:2] |f:2.3.4,7.8.9.10.11|. Reported procedure: (4Z)-4-({[6-(4-Ethylpiperazin-1-yl)pyridin-3-yl]amino}methylene)-6-iodoisoquinoline-1,3(2H,4H)-dione (50.3 mg, 0.1 mmol) is mixed with 3-furanboronic acid (22 mg, 0.2 mmol), Pd2(dba)3 (13.7 mg, 0.015 mmol), and cesium carbonate (65 mg, 0.2 mmol). After the solids were degassed, N,N-dimethylformamide (0.7 mL) and P(t-Bu)3 (6 mg, 0.03 mmol) were added. The mixture is heated at 100 C for 10 min, diluted with methylene chloride, and filtered. The filtrate is evaporated to dryness and purified by col... Reactants: BrC1=C(C=C(N)C=C1C(F)(F)F)Cl (4-bromo-3-chloro-5-(trifluoromethyl)aniline), ClCCl (dichloromethane), C(=S)(N1C=NC=C1)N1C=NC=C1 (1,1′-thiocarbonyldiimidazole). Reaction conditions: time 8 hour. Product: BrC1=C(C=C(C=C1C(F)(F)F)N=C=S)Cl (2-bromo-1-chloro-5-isothiocyanato-3-(trifluoromethyl)benzene). RXN SMILES: [Br:1][C:2]1[C:8]([C:9]([F:12])([F:11])[F:10])=[CH:7][C:5]([NH2:6])=[CH:4][C:3]=1[Cl:13].ClCCl.[C:17](N1C=CN=C1)(N1C=CN=C1)=[S:18]>>[Br:1][C:2]1[C:8]([C:9]([F:10])([F:11])[F:12])=[CH:7][C:5]([N:6]=[C:17]=[S:18])=[CH:4][C:3]=1[Cl:13]. Reported procedure: To a suspension of 4-bromo-3-chloro-5-(trifluoromethyl)aniline (15 g, 54.7 mmol, Eq: 1.00) in dichloromethane (13.2 g, 10.0 ml, 155 mmol, Eq: 25.3) at 0, was added 1,1′-thiocarbonyldiimidazole (11.7 g, 65.6 mmol, Eq: 1.2) The reaction was gradually warmed to room temperature and stirred overnight. The reaction was concentrated and chromatographed (220 g Redisep, 5 to 15% dichloromethane/hexane) to give 13.84 g (80%) pale yellow oil. Starting materials: CC#N, CC(=O)Cl, CC(C)CC(C)c1ccccc1N. The product is CC(=O)Nc1ccccc1C(C)CC(C)C. As a reaction SMILES: [CH3:18][C:19]#[N:20].[CH3:1][C:2]([Cl:3])=[O:4].[CH3:5][CH:6]([CH2:7][CH:8]([CH3:9])[CH3:10])[c:11]1[c:12]([NH2:17])[cH:13][cH:14][cH:15][cH:16]1>>[CH3:1][C:2](=[O:4])[NH:17][c:12]1[c:11]([CH:6]([CH3:5])[CH2:7][CH:8]([CH3:9])[CH3:10])[cH:16][cH:15][cH:14][cH:13]1. The reactants are CO, [Cl-], [NH4+], O, COc1cc[nH]c1C=C1C(=O)Nc2ccc([N+](=O)[O-])c(C#CCO)c21, [Zn]. Yields the product COc1cc[nH]c1C=C1C(=O)Nc2ccc(N)c(C#CCO)c21. As a reaction SMILES: [CH3:29][OH:30].[Cl-:26].[NH4+:27].[OH2:28].[OH:1][CH2:2][C:3]#[C:4][c:5]1[c:6]2[c:10]([cH:11][cH:12][c:13]1[N+:14]([O-:15])=[O:16])[NH:9][C:8](=[O:17])[C:7]2=[CH:18][c:19]1[nH:20][cH:21][cH:22][c:23]1[O:24][CH3:25].[Zn:31]>>[OH:1][CH2:2][C:3]#[C:4][c:5]1[c:6]2[c:10]([cH:11][cH:12][c:13]1[NH2:14])[NH:9][C:8](=[O:17])[C:7]2=[CH:18][c:19]1[nH:20][cH:21][cH:22][c:23]1[O:24][CH3:25].